The task is: describe an organic reaction: reactants, conditions, products, and yield. This data is from the Open Reaction Database (ORD), a public repository of structured organic reaction records. Starting materials: C1(=CCCCCCC1)C1=CC=C(C=C1)O (p-(1-cyclooctenyl)-phenol), [Na] (sodium), C(C)OC(CCCCBr)=O (5-bromopentanoic acid ethyl ester). Run in C(C)O (ethanol). Product: C(C)OC(CCCCOC1=CC=C(C=C1)C1=CCCCCCC1)=O (5-[p-(1-cyclooctenyl)-phenoxy]-pentanoic acid ethyl ester). RXN SMILES: [C:1]1([C:9]2[CH:14]=[CH:13][C:12]([OH:15])=[CH:11][CH:10]=2)[CH2:8][CH2:7][CH2:6][CH2:5][CH2:4][CH2:3][CH:2]=1.[Na].[CH2:17]([O:19][C:20](=[O:26])[CH2:21][CH2:22][CH2:23][CH2:24]Br)[CH3:18]>C(O)C>[CH2:17]([O:19][C:20](=[O:26])[CH2:21][CH2:22][CH2:23][CH2:24][O:15][C:12]1[CH:11]=[CH:10][C:9]([C:1]2[CH2:8][CH2:7][CH2:6][CH2:5][CH2:4][CH2:3][CH:2]=2)=[CH:14][CH:13]=1)[CH3:18] |^1:15|. Reported procedure: 12 g of p-(1-cyclooctenyl)-phenol are first added to a solution of 1.7 g of sodium in 60 ml of absolute ethanol whilst stirring in an anhydrous atmosphere, and after 30 minutes 18.8 g of 5-bromopentanoic acid ethyl ester are added dropwise. After completion of the addition, the mixture is stirred for 15 hours at 70° C and is evaporated to dryness in vacuo. The evaporation residue is distributed between 3 times 150 ml of ether and twice 100 ml of water. The organic phases are combined, dried over...